From a dataset of the Open Reaction Database (ORD), a public repository of structured organic reaction records. describe an organic reaction: reactants, conditions, products, and yield Reactants: CC1(C)OC(C=NO)C(C)(C)O1, O=C1CCC(=O)N1Cl, CN(C)C=O, O. Yields the product CC1(C)OC(C(Cl)=NO)C(C)(C)O1. As a reaction SMILES: [CH3:1][C:2]1([CH3:12])[O:3][C:4]([CH3:10])([CH3:11])[CH:5]([CH:7]=[N:8][OH:9])[O:6]1.[Cl:13][N:14]1[C:15](=[O:16])[CH2:17][CH2:18][C:19]1=[O:20].[O:22]=[CH:23][N:24]([CH3:25])[CH3:26].[OH2:21]>>[CH3:1][C:2]1([CH3:12])[O:3][C:4]([CH3:10])([CH3:11])[CH:5]([C:7](=[N:8][OH:9])[Cl:13])[O:6]1. Starting materials: ( II ), [N+](=O)([O-])C1=C(C=CC=C1)CC#N (2-nitrophenylacetonitrile), 2-halogeno- or alkylsulfonyl-4,6-dimethoxypyrimidine, 2-halogeno-nitrobenzene, COC1=NC(=NC(=C1)OC)CC#N (2-(4,6-dimethoxypyrimidine-2-yl)acetonitrile). Yields the product COC1=NC(=NC(=C1)OC)C(C#N)C1=C(C=CC=C1)[N+](=O)[O-] (2-(4,6-dimethoxypyrimidine-2-yl)-2-(2-nitrophenyl)acetonitrile). As a reaction SMILES: [N+:1]([C:4]1[CH:9]=[CH:8][CH:7]=[CH:6][C:5]=1CC#N)([O-:3])=[O:2].[CH3:13][O:14][C:15]1[CH:20]=[C:19]([O:21][CH3:22])[N:18]=[C:17]([CH2:23][C:24]#[N:25])[N:16]=1>>[CH3:13][O:14][C:15]1[CH:20]=[C:19]([O:21][CH3:22])[N:18]=[C:17]([CH:23]([C:5]2[CH:6]=[CH:7][CH:8]=[CH:9][C:4]=2[N+:1]([O-:3])=[O:2])[C:24]#[N:25])[N:16]=1. Procedure: The compound of the general formula (II) can be produced, for example, as follows. A 2-nitrophenylacetonitrile derivative is reacted with a 2-halogeno- or alkylsulfonyl-4,6-dimethoxypyrimidine in the presence of a base, or a 2-halogeno-nitrobenzene derivative is reacted with 2-(4,6-dimethoxypyrimidine-2-yl)acetonitrile in the presence of a base, to obtain 2-(4,6-dimethoxypyrimidine-2-yl)-2-(2-nitrophenyl)acetonitrile (IV). The compound (IV) is subjected to oxidative decyanation to obtain a compo...